From a dataset of the Open Reaction Database (ORD), a public repository of structured organic reaction records. describe an organic reaction: reactants, conditions, products, and yield Reactants: [H][H] (hydrogen), C(C)(=O)N[C@H]1[C@@H](O[C@@H]([C@H]([C@@H]1OCC1=CC=CC=C1)OCC1=CC=CC=C1)CO)O[C@@H]1[C@H]([C@H](OCC(C)CCC[C@@H](C)[C@H]2CC[C@H]3[C@@H]4CCC5CCCC[C@]5(C)[C@H]4CC[C@]23C)O[C@@H]([C@@H]1OCC1=CC=CC=C1)CO)OCC1=CC=CC=C1 (Cholestanyl 2-Acetamido-3,4-di-O-benzyl-2-deoxy-β-D-glucopyranosyl-(1→3 )-2,4-di-O-benzyl-β-D-galactopyranoside). The reagents and catalysts are [OH-].[OH-].[Pd+2] (palladium hydroxide/carbon). The solvent is CO (methanol), O (water), C(C)(=O)OCC (ethyl acetate). Conditions: time 20 hour. The product is C(C)(=O)N[C@H]1[C@@H](O[C@@H]([C@H]([C@@H]1O)O)CO)O[C@@H]1[C@H]([C@H](OCC(C)CCC[C@@H](C)[C@H]2CC[C@H]3[C@@H]4CCC5CCCC[C@]5(C)[C@H]4CC[C@]23C)O[C@@H]([C@@H]1O)CO)O (Cholestanyl 2-Acetamido-2-deoxy-β-D-glucopyranosyl-(1→3)-β-D-galactopyranoside). The yield is 80.0%. RXN SMILES: [C:1]([NH:4][C@@H:5]1[C@@H:10]([O:11]CC2C=CC=CC=2)[C@H:9]([O:19]CC2C=CC=CC=2)[C@@H:8]([CH2:27][OH:28])[O:7][C@H:6]1[O:29][C@H:30]1[C@@H:63]([O:64]CC2C=CC=CC=2)[C@@H:62]([CH2:72][OH:73])[O:61][C@@H:32]([O:33][CH2:34][CH:35]([CH2:37][CH2:38][CH2:39][C@H:40]([C@@H:42]2[C@:59]3([CH3:60])[C@H:45]([C@H:46]4[C@H:56]([CH2:57][CH2:58]3)[C@:54]3([CH3:55])[CH:49]([CH2:50][CH2:51][CH2:52][CH2:53]3)[CH2:48][CH2:47]4)[CH2:44][CH2:43]2)[CH3:41])[CH3:36])[C@@H:31]1[O:74]CC1C=CC=CC=1)(=[O:3])[CH3:2].[H][H]>CO.O.C(OCC)(=O)C.[OH-].[OH-].[Pd+2]>[C:1]([NH:4][C@@H:5]1[C@@H:10]([OH:11])[C@H:9]([OH:19])[C@@H:8]([CH2:27][OH:28])[O:7][C@H:6]1[O:29][C@H:30]1[C@@H:63]([OH:64])[C@@H:62]([CH2:72][OH:73])[O:61][C@@H:32]([O:33][CH2:34][CH:35]([CH2:37][CH2:38][CH2:39][C@H:40]([C@@H:42]2[C@:59]3([CH3:60])[C@H:45]([C@H:46]4[C@H:56]([CH2:57][CH2:58]3)[C@:54]3([CH3:55])[CH:49]([CH2:50][CH2:51][CH2:52][CH2:53]3)[CH2:48][CH2:47]4)[CH2:44][CH2:43]2)[CH3:41])[CH3:36])[C@@H:31]1[OH:74])(=[O:3])[CH3:2] |f:5.6.7|. Procedure details: Compound 30 (230 mg, 0.209 mmol) was dissolved in a mixture of methanol, water and ethyl acetate (4:1:1, 25 mL), and palladium hydroxide/carbon (230 mg) was added thereto. Inside of the reaction system was replaced with hydrogen gas, and catalytic reduction was performed at room temperature for 20 hours. The reaction mixture was filtered through Celite, and the filtrate was evaporated. The residue was purified with a column of Sephadex LH-20 (CHCl3:MeOH=1:1) to obtain Compound 33 (126.1 mg, 81.5...